The task is: describe an organic reaction: reactants, conditions, products, and yield. This data is from the Open Reaction Database (ORD), a public repository of structured organic reaction records. Starting materials: BrCC1CO1, CCCCCC=CCC=CCCCCCCCCO. Yields the product CCCCCC=CCC=CCCCCCCCCOCC(O)CBr. RXN SMILES: [Br:1][CH2:2][CH:3]1[CH2:4][O:5]1.[CH2:6]([CH2:7][CH2:8][CH2:9][CH2:10][CH2:11][CH2:12][CH2:13][CH:14]=[CH:15][CH2:16][CH:17]=[CH:18][CH2:19][CH2:20][CH2:21][CH2:22][CH3:23])[OH:24]>>[Br:1][CH2:2][CH:3]([CH2:4][O:24][CH2:6][CH2:7][CH2:8][CH2:9][CH2:10][CH2:11][CH2:12][CH2:13][CH:14]=[CH:15][CH2:16][CH:17]=[CH:18][CH2:19][CH2:20][CH2:21][CH2:22][CH3:23])[OH:5]. Starting materials: COC(C1=C(C=CC=C1)CBr)=O (2-bromomethyl-benzoic acid methyl ester), C(C)(C)(C)OC(=O)N1CCC(CC1)N (4-amino-piperidine-1-carboxylic acid tert-butyl ester). Solvent: CO (methanol), C(C)N(CC)CC (triethylamine). Run at time 8 hour. Product: C(C)(C)(C)OC(=O)N1CCC(CC1)N1C(C2=CC=CC=C2C1)=O (4-(1-Oxo-1,3-dihydro-isoindol-2-yl)-piperidine-1-carboxylic acid tert-butyl ester). Isolated yield 54.0%. Reaction SMILES: CO[C:3](=[O:12])[C:4]1[CH:9]=[CH:8][CH:7]=[CH:6][C:5]=1[CH2:10]Br.[C:13]([O:17][C:18]([N:20]1[CH2:25][CH2:24][CH:23]([NH2:26])[CH2:22][CH2:21]1)=[O:19])([CH3:16])([CH3:15])[CH3:14]>CO.C(N(CC)CC)C>[C:13]([O:17][C:18]([N:20]1[CH2:25][CH2:24][CH:23]([N:26]2[CH2:10][C:5]3[C:4](=[CH:9][CH:8]=[CH:7][CH:6]=3)[C:3]2=[O:12])[CH2:22][CH2:21]1)=[O:19])([CH3:16])([CH3:14])[CH3:15]. Procedure: To a solution of 2-bromomethyl-benzoic acid methyl ester (1.50 g, 6.55 mmol, 1.0 equiv; [CAS RN 2417-73-4]) in methanol (12.5 mL) and triethylamine (1.10 mL) was added 4-amino-piperidine-1-carboxylic acid tert-butyl ester (1.38 g, 6.88 mmol, 1.05 equiv; commercially available) and the reaction stirred at rt overnight. The reaction mixture was poured on crashed ice, extracted with ethyl acetate, the combined organic phases washed with water and a sat. solution of NaCl, dried over MgSO4 and concen... Starting materials: NN1C=NN=C1 (4-amino-1,2,4-triazole), C(C=1C(O)=CC=CC1)=O (salicylaldehyde). Solvent: C=1(C(=CC=CC1)C)C (xylene). The product is C(C=1C(O)=CC=CC1)=C1NN=CN1N (Salicylidene-4-Amino-1,2,4-Triazole). Isolated yield 94.7%. As a reaction SMILES: [NH2:1][N:2]1[CH:6]=[N:5][N:4]=[CH:3]1.[CH:7](=O)[C:8]1[C:9](=[CH:11][CH:12]=[CH:13][CH:14]=1)[OH:10]>C1(C)C(C)=CC=CC=1>[CH:7](=[C:6]1[N:2]([NH2:1])[CH:3]=[N:4][NH:5]1)[C:8]1[C:9](=[CH:11][CH:12]=[CH:13][CH:14]=1)[OH:10]. Reported procedure: 4-amino-1,2,4-triazole (4.2 g.), salicylaldehyde (6.1g.) and xylene 140 ml. were heated at reflux for 3 hr. The reaction mixture was cooled and filtered to afford 9 grams of product, m.p. 210°-12°.